From a dataset of the Open Reaction Database (ORD), a public repository of structured organic reaction records. describe an organic reaction: reactants, conditions, products, and yield Starting materials: resultant mixture, [H-].[H-].[H-].[H-].[Li+].[Al+3] (LiAlH4), CC=1C=C(OCC(=O)N)C=CC1C ((3,4-dimethylphenoxy)acetamide), O (water), [OH-].[Na+] (sodium hydroxide), [H-].[H-].[H-].[H-].[Li+].[Al+3] (LiAlH4). Run in O1CCCC1 (tetrahydrofuran), O1CCCC1 (tetrahydrofuran). Product: CC=1C=C(OCCN)C=CC1C (2-(3,4-dimethylphenoxy)ethylamine). Isolated yield 27.4%. Reaction SMILES: [CH3:1][C:2]1[CH:3]=[C:4]([CH:10]=[CH:11][C:12]=1[CH3:13])[O:5][CH2:6][C:7]([NH2:9])=O.[H-].[H-].[H-].[H-].[Li+].[Al+3].O.[OH-].[Na+]>O1CCCC1>[CH3:1][C:2]1[CH:3]=[C:4]([CH:10]=[CH:11][C:12]=1[CH3:13])[O:5][CH2:6][CH2:7][NH2:9] |f:1.2.3.4.5.6,8.9|. Reported procedure: 2.50 g (13.9 mmol) of (3,4-dimethylphenoxy)acetamide obtained in step 3 was dissolved in 50 ml of dry tetrahydrofuran, and added slowly to a solution of 1.05 g (27.8 mmol) of LiAlH4 in 70 ml of dry tetrahydrofuran. The reaction mixture was refluxed for 5 hours and then 5 ml of water and 5 ml of 1N sodium hydroxide were added to decompose the remaining LiAlH4. The resultant mixture was passed through a Celite™ layer and the filtrate was evaporated under a reduced pressure to produce a residue, wh... Reactants: C(C1=CC=CC=C1)N1CC(NCC1)CO ((4-benzyl-piperazin-2-yl)methanol), ClC(Cl)(OC(OC(Cl)(Cl)Cl)=O)Cl (triphosgene), C(C)(C)N(CC)C(C)C (diisopropylethylamine). Solvent: ClCCCl (DCE). Run at temperature 50 celsius, time 16 hour. The product is C(C1=CC=CC=C1)N1CC2N(CC1)C(OC2)=O (7-Benzyl-hexahydro-oxazolo[3,4-a]pyrazin-3-one). The yield is 87.3%. RXN SMILES: [CH2:1]([N:8]1[CH2:13][CH2:12][NH:11][CH:10]([CH2:14][OH:15])[CH2:9]1)[C:2]1[CH:7]=[CH:6][CH:5]=[CH:4][CH:3]=1.Cl[C:17](Cl)([O:19]C(=O)OC(Cl)(Cl)Cl)Cl.C(N(C(C)C)CC)(C)C>ClCCCl>[CH2:1]([N:8]1[CH2:13][CH2:12][N:11]2[C:17](=[O:19])[O:15][CH2:14][CH:10]2[CH2:9]1)[C:2]1[CH:3]=[CH:4][CH:5]=[CH:6][CH:7]=1. Reported procedure: To a stirred solution of (4-benzyl-piperazin-2-yl)methanol (250 mg, 1.21 mmol) in anhydrous DCE (8.0 mL) was added triphosgene (133 mg, 0.45 mmol, 0.37 eq) followed by diisopropylethylamine (0.25 mL, 1.45 mmol, 1.2 eq). The mixture was stirred at 50° C. under N2 for 16 h. The mixture was cooled to rt, quenched with aqueous, saturated NH4Cl solution (2.0 mL), and poured into EtOAc. The organic phase was washed with water and brine, dried over Na2SO4, filtered, and concentrated in vacuo. The resid... Starting materials: ClC(Cl)Cl, O=C(O)C(F)(F)Cl, O, C=CCO, Cc1ccc(S(=O)(=O)O)cc1. Product: C=CCOC(=O)C(F)(F)Cl. As a reaction SMILES: [CH:24]([Cl:25])([Cl:26])[Cl:27].[Cl:1][C:2]([C:3](=[O:4])[OH:5])([F:6])[F:7].[OH2:23].[OH:8][CH2:9][CH:10]=[CH2:11].[c:12]1([CH3:13])[cH:14][cH:15][c:16]([S:17]([OH:18])(=[O:19])=[O:20])[cH:21][cH:22]1>>[Cl:1][C:2]([C:3](=[O:4])[O:5][CH2:11][CH:10]=[CH2:9])([F:6])[F:7]. Starting materials: Cc1cc(C(=S)CBr)ccc1O, [N-]=[N+]=[N-], [Na+], C1CCOC1, O. The product is Cc1cc(C(=S)CN=[N+]=[N-])ccc1O. Reaction SMILES: [Br:1][CH2:2][C:3](=[S:4])[c:5]1[cH:6][c:7]([CH3:12])[c:8]([OH:11])[cH:9][cH:10]1.[N-:14]=[N+:15]=[N-:16].[Na+:13].[O:17]1[CH2:18][CH2:19][CH2:20][CH2:21]1.[OH2:22]>>[CH2:2]([C:3](=[S:4])[c:5]1[cH:6][c:7]([CH3:12])[c:8]([OH:11])[cH:9][cH:10]1)[N:14]=[N+:15]=[N-:16]. Reactants: Br.N1(CCNCC1)NC(C1=CC=C(C=C1)F)=O (N-piperazinyl-p-fluorobenzamide hydrobromide), [OH-].[Na+] (sodium hydroxide), C1(CC1)C(=O)Cl (cyclopropanecarbonyl chloride). The solvent is aqueous solution, O1CCOCC1 (dioxane). Conditions: time 2 hour. Yields the product C1(CC1)C(=O)N1CCN(CC1)NC(C1=CC=C(C=C1)F)=O (N-(4-cyclopropanecarbonyl-1-piperazinyl)-p-fluorobenzamide). RXN SMILES: Br.[N:2]1([NH:8][C:9](=[O:17])[C:10]2[CH:15]=[CH:14][C:13]([F:16])=[CH:12][CH:11]=2)[CH2:7][CH2:6][NH:5][CH2:4][CH2:3]1.[OH-].[Na+].[CH:20]1([C:23](Cl)=[O:24])[CH2:22][CH2:21]1>O1CCOCC1>[CH:20]1([C:23]([N:5]2[CH2:4][CH2:3][N:2]([NH:8][C:9](=[O:17])[C:10]3[CH:15]=[CH:14][C:13]([F:16])=[CH:12][CH:11]=3)[CH2:7][CH2:6]2)=[O:24])[CH2:22][CH2:21]1 |f:0.1,2.3|. Procedure: To a solution of N-piperazinyl-p-fluorobenzamide hydrobromide (500 mg) in 1N aqueous solution of sodium hydroxide (5 ml) and dioxane (5 ml) was added cyclopropanecarbonyl chloride (0.3 ml) at ambient temperature, and the solution was stirred at (he same temperature for 2 hours. After removal of the solvent in vacuo, the residue was dissolved into ethyl acetate and washed with brine (×2). The organic layer was separated, dried over magnesium sulfate, and concentrated. The residue was recrystalliz... The reactants are CCN=C=NCCCN(C)C.Cl (EDC.HCl), FC1=C(C=C(C=C1)S(=O)(=O)N[C@@H](C(=O)O)C(C)C)C (2(R)-[(4-Fluoro-3-methylphenylsulfonyl)]amino-3-methylbutyric acid), CCN(C(C)C)C(C)C (DIEA), Cl.C(C)(C)(C)ON (O-t-butylhydroxylamine hydrochloride), C(CCl)Cl (EDC). The solvent is C(Cl)Cl (DCM). Reaction conditions: time 30 minute. Yields the product C(C)(C)(C)ONC([C@@H](C(C)C)NS(=O)(=O)C1=CC(=C(C=C1)F)C)=O (N-t-butoxy-2(R)-[(4-fluoro-3-methylphenylsulfonyl)]amino-3-methylbutyramide). As a reaction SMILES: [F:1][C:2]1[CH:7]=[CH:6][C:5]([S:8]([NH:11][C@H:12]([CH:16]([CH3:18])[CH3:17])[C:13]([OH:15])=O)(=[O:10])=[O:9])=[CH:4][C:3]=1[CH3:19].CCN(C(C)C)C(C)C.Cl.[C:30]([O:34][NH2:35])([CH3:33])([CH3:32])[CH3:31].CCN=C=NCCCN(C)C.Cl.C(Cl)CCl>C(Cl)Cl>[C:30]([O:34][NH:35][C:13](=[O:15])[C@H:12]([NH:11][S:8]([C:5]1[CH:6]=[CH:7][C:2]([F:1])=[C:3]([CH3:19])[CH:4]=1)(=[O:9])=[O:10])[CH:16]([CH3:18])[CH3:17])([CH3:33])([CH3:32])[CH3:31] |f:2.3,4.5|. Reported procedure: 2(R)-[(4-Fluoro-3-methylphenylsulfonyl)]amino-3-methylbutyric acid (2.64 g, 9.12 mmol) was dissolved in DCM (30 ml), followed by addition of DIEA (3.18 ml, 2 eq.) and O-t-butylhydroxylamine hydrochloride (2.3 g, 2 eq.). EDC.HCl (2.1 g, 1.2 eq.) was then added portionwise as solid. More EDC (0.6, 0.5 eq.) was added after 40 min and the reaction was stirred for another 30 min. The solvent was removed on a rotavap at room temperature, and residue was partitioned with ethylacetate (80 ml), 1N HCl (5...